From a dataset of the Open Reaction Database (ORD), a public repository of structured organic reaction records. describe an organic reaction: reactants, conditions, products, and yield Reactants: CC#N, O=C(CCl)Nc1cccc(-c2cnc3ccccc3n2)c1, [K+], [K+], O=C([O-])[O-], C1COCCOCCOCCOCCOCCO1, O, c1ccc(N2CCNCC2)cc1. Yields the product O=C(CN1CCN(c2ccccc2)CC1)Nc1cccc(-c2cnc3ccccc3n2)c1. RXN SMILES: [CH3:58][C:59]#[N:60].[Cl:1][CH2:2][C:3](=[O:4])[NH:5][c:6]1[cH:7][c:8](-[c:12]2[n:13][c:14]3[cH:15][cH:16][cH:17][cH:18][c:19]3[n:20][cH:21]2)[cH:9][cH:10][cH:11]1.[K+:22].[K+:23].[O-:24][C:25]([O-:26])=[O:27].[O:40]1[CH2:41][CH2:42][O:43][CH2:44][CH2:45][O:46][CH2:47][CH2:48][O:49][CH2:50][CH2:51][O:52][CH2:53][CH2:54][O:55][CH2:56][CH2:57]1.[OH2:61].[c:28]1([N:34]2[CH2:35][CH2:36][NH:37][CH2:38][CH2:39]2)[cH:29][cH:30][cH:31][cH:32][cH:33]1>>[CH2:2]([C:3](=[O:4])[NH:5][c:6]1[cH:7][c:8](-[c:12]2[n:13][c:14]3[cH:15][cH:16][cH:17][cH:18][c:19]3[n:20][cH:21]2)[cH:9][cH:10][cH:11]1)[N:37]1[CH2:36][CH2:35][N:34]([c:28]2[cH:29][cH:30][cH:31][cH:32][cH:33]2)[CH2:39][CH2:38]1. The reactants are C(C)C1=CC=C(C=C1)O (p-ethyl phenol). The reagents and catalysts are [Fe] (iron). Solvent: O (water). Product: C(=C)C1=CC=C(C=C1)O (p-vinyl phenol). RXN SMILES: [CH2:1]([C:3]1[CH:8]=[CH:7][C:6]([OH:9])=[CH:5][CH:4]=1)[CH3:2]>[Fe].O>[CH:1]([C:3]1[CH:8]=[CH:7][C:6]([OH:9])=[CH:5][CH:4]=1)=[CH2:2]. Procedure details: To 500 g of crude p-vinyl phenol, obtained by the dehydrogenation of p-ethyl phenol (composition: p-vinyl phenol 25.5%, p-ethyl phenol 69.2%, p-cresol 2.1%, phenol 0.9%, p-vinyl phenol polymer 0.5% and other unknown substances 1.8%), 50% by weight water, 10 ppm of an iron powder based on the amount of the p-vinyl phenol were added, respectively. The mixture was put in a 1 liter glass flask equipped with a stirrer and sulfuric acid was added as a polymerization accelerator in an amount of 500 ppm... Reactants: COc1cc(C(C)=O)cc(OC)c1OC, O=Cc1cc(O)c(O)c([N+](=O)[O-])c1. The product is COc1cc(C(=O)C=Cc2cc(O)c(O)c([N+](=O)[O-])c2)cc(OC)c1OC. As a reaction SMILES: [CH3:14][O:15][c:16]1[cH:17][c:18]([C:26]([CH3:27])=[O:28])[cH:19][c:20]([O:24][CH3:25])[c:21]1[O:22][CH3:23].[OH:1][c:2]1[cH:3][c:4]([CH:5]=[O:6])[cH:7][c:8]([N+:11](=[O:12])[O-:13])[c:9]1[OH:10]>>[OH:1][c:2]1[cH:3][c:4]([CH:5]=[CH:27][C:26]([c:18]2[cH:17][c:16]([O:15][CH3:14])[c:21]([O:22][CH3:23])[c:20]([O:24][CH3:25])[cH:19]2)=[O:28])[cH:7][c:8]([N+:11](=[O:12])[O-:13])[c:9]1[OH:10]. The reactants are CC(C)(C)NC(=O)c1cccc([N+](=O)[O-])c1NC1CC1, COC(=O)c1cccc(N)c1NC1CC1. The product is CC(C)(C)NC(=O)c1cccc(N)c1NC1CC1. RXN SMILES: [C:16]([CH3:17])([CH3:18])([CH3:19])[NH:20][C:21]([c:22]1[c:23]([NH:31][CH:32]2[CH2:33][CH2:34]2)[c:24]([N+:28]([O-:29])=[O:30])[cH:25][cH:26][cH:27]1)=[O:35].[NH2:1][c:2]1[c:3]([NH:4][CH:5]2[CH2:6][CH2:7]2)[c:8]([C:12]([O:13][CH3:14])=[O:15])[cH:9][cH:10][cH:11]1>>[C:16]([CH3:17])([CH3:18])([CH3:19])[NH:20][C:21]([c:22]1[c:23]([NH:31][CH:32]2[CH2:33][CH2:34]2)[c:24]([NH2:28])[cH:25][cH:26][cH:27]1)=[O:35]. The reactants are O=C(n1ccnc1)n1ccnc1, ClCCl, CCC(C)(C)Nc1cccnc1N1CCN(C(=O)OC(C)(C)C)CC1, O=C(O)c1cc2cc([N+](=O)[O-])ccc2[nH]1, [Na+], C1CCOC1, [OH-], O, O=C(O)C(F)(F)F. Product: CCC(C)(C)Nc1cccnc1N1CCN(C(=O)c2cc3cc([N+](=O)[O-])ccc3[nH]2)CC1. As a reaction SMILES: [C:50]([n:51]1[cH:52][cH:53][n:54][cH:55]1)([n:56]1[cH:57][cH:58][n:59][cH:60]1)=[O:61].[CH2:62]([Cl:63])[Cl:64].[CH3:1][C:2]([CH3:3])([O:4][C:5](=[O:6])[N:7]1[CH2:8][CH2:9][N:10]([c:13]2[n:14][cH:15][cH:16][cH:17][c:18]2[NH:19][C:20]([CH2:21][CH3:22])([CH3:23])[CH3:24])[CH2:11][CH2:12]1)[CH3:25].[N+:35](=[O:36])([O-:37])[c:38]1[cH:39][c:40]2[cH:41][c:42]([C:47]([OH:48])=[O:49])[nH:43][c:44]2[cH:45][cH:46]1.[Na+:34].[O:66]1[CH2:67][CH2:68][CH2:69][CH2:70]1.[OH-:33].[OH2:65].[OH:26][C:27]([C:28]([F:29])([F:30])[F:31])=[O:32]>>[C:5](=[O:6])([N:7]1[CH2:8][CH2:9][N:10]([c:13]2[n:14][cH:15][cH:16][cH:17][c:18]2[NH:19][C:20]([CH2:21][CH3:22])([CH3:23])[CH3:24])[CH2:11][CH2:12]1)[c:42]1[cH:41][c:40]2[cH:39][c:38]([N+:35](=[O:36])[O-:37])[cH:46][cH:45][c:44]2[nH:43]1.